Dataset: the Open Reaction Database (ORD), a public repository of structured organic reaction records. Task: describe an organic reaction: reactants, conditions, products, and yield Starting materials: CC(=O)O, Cl[Cu], Cl, O=N[O-], Nc1cccnc1Cl, [Na+], O=S=O, O. Yields the product O=S(=O)(Cl)c1cccnc1Cl. Reaction SMILES: [CH3:18][C:19](=[O:20])[OH:21].[Cl:22][Cu:23].[ClH:16].[N:1]([O-:2])=[O:3].[NH2:5][c:6]1[c:7]([Cl:12])[n:8][cH:9][cH:10][cH:11]1.[Na+:4].[O:13]=[S:14]=[O:15].[OH2:17]>>[c:6]1([S:14](=[O:13])(=[O:15])[Cl:16])[c:7]([Cl:12])[n:8][cH:9][cH:10][cH:11]1. The reactants are Cl.ClC1=C2C(=NC(=C1)C1=CC(=CC(=C1)Cl)Cl)CCC2 (4-chloro-2-(3,5-dichlorophenyl)-6,7-dihydro-5H-cyclopenta[b]pyridine hydrochloride), NC1=CC=C(CCO)C=C1 (4-aminophenethyl alcohol), hydrochloride salt. The product is Cl.ClC=1C=C(C=C(C1)Cl)C1=CC(=C2C(=N1)CCC2)NC2=CC=C(C=C2)CCO (2-(4-((2-(3,5-Dichlorophenyl)-6,7-dihydro-5H-cyclopenta[b]pyridin-4-yl)amino)phenyl)ethanol hydrochloride). Yield: 45.2%. RXN SMILES: Cl.[Cl:2][C:3]1[CH:8]=[C:7]([C:9]2[CH:14]=[C:13]([Cl:15])[CH:12]=[C:11]([Cl:16])[CH:10]=2)[N:6]=[C:5]2[CH2:17][CH2:18][CH2:19][C:4]=12.[NH2:20][C:21]1[CH:29]=[CH:28][C:24]([CH2:25][CH2:26][OH:27])=[CH:23][CH:22]=1>>[ClH:2].[Cl:16][C:11]1[CH:10]=[C:9]([C:7]2[N:6]=[C:5]3[CH2:17][CH2:18][CH2:19][C:4]3=[C:3]([NH:20][C:21]3[CH:29]=[CH:28][C:24]([CH2:25][CH2:26][OH:27])=[CH:23][CH:22]=3)[CH:8]=2)[CH:14]=[C:13]([Cl:15])[CH:12]=1 |f:0.1,3.4|. Procedure: Following General Procedure A1, 4-chloro-2-(3,5-dichlorophenyl)-6,7-dihydro-5H-cyclopenta[b]pyridine hydrochloride (0.100 g, 0.33 mmol) was reacted with 4-aminophenethyl alcohol (0.055 g, 0.40 mmol), followed by the formation of the hydrochloride salt to afford the title compound (0.065 g, 65%) as a light yellow solid. MW=435.77. 1H NMR (DMSO-d6, 300 MHz) δ 14.15 (s, 1H), 9.69 (s, 1H), 7.88 (d, J=1.8 Hz, 2H), 7.87-7.83 (m, 1H), 7.33 (s, 4H), 7.07 (s, 1H), 3.64 (t, J=6.9, 2H), 3.13 (t, J=7.6 Hz, ... The reactants are ClS(=O)(=O)O (Chlorosulfonic acid), ClC1=C(C=CC=C1)N1N=C(C=C1C=1SC=CC1)C(F)(F)F (1-(2-chlorophenyl)-5-(thiophen-2-yl)-3-(trifluoromethyl)-1H-pyrazole), [O-]S(=O)(=O)[O-].[Na+].[Na+] (Na2SO4). Solvent: C(Cl)Cl (CH2Cl2). Reaction conditions: temperature -78 celsius. The product is ClC1=C(C=CC=C1)N1N=C(C=C1C1=CC=C(S1)S(=O)(=O)O)C(F)(F)F (5-(1-(2-chlorophenyl)-3-(trifluoromethyl)-1H-pyrazol-5-yl)thiophene-2-sulfonic acid). Reaction SMILES: Cl[S:2]([OH:5])(=[O:4])=[O:3].[Cl:6][C:7]1[CH:12]=[CH:11][CH:10]=[CH:9][C:8]=1[N:13]1[C:17]([C:18]2[S:19][CH:20]=[CH:21][CH:22]=2)=[CH:16][C:15]([C:23]([F:26])([F:25])[F:24])=[N:14]1.[O-]S([O-])(=O)=O.[Na+].[Na+]>C(Cl)Cl>[Cl:6][C:7]1[CH:12]=[CH:11][CH:10]=[CH:9][C:8]=1[N:13]1[C:17]([C:18]2[S:19][C:20]([S:2]([OH:5])(=[O:4])=[O:3])=[CH:21][CH:22]=2)=[CH:16][C:15]([C:23]([F:26])([F:24])[F:25])=[N:14]1 |f:2.3.4|. Procedure details: Chlorosulfonic acid (1.0 mL, 15 mmol) was added dropwise to a cold (−78° C.) solution of 1-(2-chlorophenyl)-5-(thiophen-2-yl)-3-(trifluoromethyl)-1H-pyrazole (1.0 g, 3.2 mmol) in CH2Cl2 (22 mL) After 75 minutes stirring at −78° C. the cooling bath was removed and the brown solution was allowed to warm to ambient temperature. After 3½ hours stirring at ambient temperature, the reaction mixture was poured onto ice and diluted with CH2Cl2. The milky lower organic phase was separated and dried over ... Starting materials: COc1cc(B(O)O)ccc1C(=O)NCCc1ccccc1, COCCOC, CN1CCN(C2CCC(n3nc(I)c4c(N)ncnc43)CC2)CC1, [Na+], [Na+], O=C([O-])[O-], O. The product is COc1cc(-c2nn(C3CCC(N4CCN(C)CC4)CC3)c3ncnc(N)c23)ccc1C(=O)NCCc1ccccc1. RXN SMILES: [CH2:25]([CH2:26][c:27]1[cH:28][cH:29][cH:30][cH:31][cH:32]1)[NH:33][C:34](=[O:35])[c:36]1[c:37]([O:45][CH3:46])[cH:38][c:39]([B:42]([OH:43])[OH:44])[cH:40][cH:41]1.[CH3:53][O:54][CH2:55][CH2:56][O:57][CH3:58].[I:1][c:2]1[n:3][n:4]([CH:12]2[CH2:13][CH2:14][CH:15]([N:18]3[CH2:19][CH2:20][N:21]([CH3:24])[CH2:22][CH2:23]3)[CH2:16][CH2:17]2)[c:5]2[n:6][cH:7][n:8][c:9]([NH2:11])[c:10]12.[Na+:47].[Na+:48].[O-:49][C:50](=[O:51])[O-:52].[OH2:59]>>[c:2]1(-[c:39]2[cH:38][c:37]([O:45][CH3:46])[c:36]([C:34]([NH:33][CH2:25][CH2:26][c:27]3[cH:28][cH:29][cH:30][cH:31][cH:32]3)=[O:35])[cH:41][cH:40]2)[n:3][n:4]([CH:12]2[CH2:13][CH2:14][CH:15]([N:18]3[CH2:19][CH2:20][N:21]([CH3:24])[CH2:22][CH2:23]3)[CH2:16][CH2:17]2)[c:5]2[n:6][cH:7][n:8][c:9]([NH2:11])[c:10]12. The reactants are S1(CCCC1)=O (tetrahydro-thiophene 1-oxide), FC(C(=O)OC(C(F)(F)F)=O)(F)F (trifluoroacetic anhydride), ClC1=CC(=CC2=C1OCO2)C2=C(N(N=C2C(F)(F)F)C2=NC=CC=N2)N (4-(7-chloro-1,3-benzodioxol-5-yl)-2-pyrimidin-2-yl-5-(trifluoromethyl)pyrazol-3-amine). The solvent is N (ammonia), ClCCl (dichloromethane). Reaction conditions: time 20 minute. Product: ClC1=CC(=CC2=C1OCO2)C=2C(=NN(C2N=S2CCCC2)C2=NC=CC=N2)C(F)(F)F (2-[4-(7-Chloro-1,3-benzodioxol-5-yl)-5-(thiolan-1-ylideneamino)-3-(trifluoromethyl)pyrazol-1-yl]pyrimidine). Reaction SMILES: [S:1]1(=O)[CH2:5][CH2:4][CH2:3][CH2:2]1.FC(F)(F)C(OC(=O)C(F)(F)F)=O.[Cl:20][C:21]1[C:26]2[O:27][CH2:28][O:29][C:25]=2[CH:24]=[C:23]([C:30]2[C:34]([C:35]([F:38])([F:37])[F:36])=[N:33][N:32]([C:39]3[N:44]=[CH:43][CH:42]=[CH:41][N:40]=3)[C:31]=2[NH2:45])[CH:22]=1>ClCCl.N>[Cl:20][C:21]1[C:26]2[O:27][CH2:28][O:29][C:25]=2[CH:24]=[C:23]([C:30]2[C:34]([C:35]([F:38])([F:36])[F:37])=[N:33][N:32]([C:39]3[N:44]=[CH:43][CH:42]=[CH:41][N:40]=3)[C:31]=2[N:45]=[S:1]2[CH2:5][CH2:4][CH2:3][CH2:2]2)[CH:22]=1. Procedure: To a solution of 2.2 equivalents of tetrahydro-thiophene 1-oxide (0.23 g, 2.2 mmo) in dichloromethane at −60° C. under argon was added dropwise trifluoroacetic anhydride (0.46 g, 2.2 mmol). The solution was stirred for 20 min at this temperature. Then the 4-(7-chloro-1,3-benzodioxol-5-yl)-2-pyrimidin-2-yl-5-(trifluoromethyl)pyrazol-3-amine (0.383 g, 1.00 mmol) was added and the solution stirred at −60° C. for 1 h. The reaction was diluted with aqueous ammonia; the organic layer separated and fur...